The task is: describe an organic reaction: reactants, conditions, products, and yield. This data is from the Open Reaction Database (ORD), a public repository of structured organic reaction records. Starting materials: O=C(C=1C=CC=CC1OC(F)(F)F)N(CCCCCC)CCCCCC. Reagents/catalysts: O=C(NC=1C=CC=CC1C=2C=NC(=CC2)C3=NC=CC=C3)NC4CCCCC4, O1B(OC(C)(C)C1(C)C)B2OC(C)(C)C(O2)(C)C, C[OH2+].C[OH2+].C1CC=CCCC=C1.C1CC=CCCC=C1.[Ir].[Ir]. Solvent: C=1C=C(C=CC1C)C. Run at temperature 25 celsius, time 16 hour. Product: O=C(C1=CC(=CC=C1OC(F)(F)F)B2OC(C)(C)C(O2)(C)C)N(CCCCCC)CCCCCC, O=C(C1=CC=C(C=C1OC(F)(F)F)B2OC(C)(C)C(O2)(C)C)N(CCCCCC)CCCCCC. Yield: 12.0%.